This data is from the Open Reaction Database (ORD), a public repository of structured organic reaction records. The task is: describe an organic reaction: reactants, conditions, products, and yield Starting materials: O (Water), [H-].[Na+] (sodium hydride), [Cl-].ClCC=1C=[NH+]C=CC1 (3-chloromethyl pyridinium chloride), FC(C=1C=C(C(=O)N2CCC3(C(NC(N3C3=CC=CC=C3)C)=O)CC2)C=C(C1)C(F)(F)F)(F)F ((rac)-8-(3,5-Bis-trifluoromethyl-benzoyl)-2-methyl-1-phenyl-1,3,8-triaza-spiro[4.5]decan-4-one), CN(C=O)C (dimethyl formamide). Reaction conditions: time 8 hour. Yields the product FC(C=1C=C(C(=O)N2CCC3(C(N(C(N3C3=CC=CC=C3)(C)C)C=3C=NC=CC3)=O)CC2)C=C(C1)C(F)(F)F)(F)F ((rac)-8-(3,5-Bis-trifluoromethyl-benzoyl)-2-methyl-1-phenyl-3-pyridin-3-yl-methyl-1,3,8-triaza-spiro[4.5]decan-4-one). Yield: 93.0%. RXN SMILES: [F:1][C:2]([F:34])([F:33])[C:3]1[CH:4]=[C:5]([CH:26]=[C:27]([C:29]([F:32])([F:31])[F:30])[CH:28]=1)[C:6]([N:8]1[CH2:25][CH2:24][C:11]2([N:15]([C:16]3[CH:21]=[CH:20][CH:19]=[CH:18][CH:17]=3)[CH:14]([CH3:22])[NH:13][C:12]2=[O:23])[CH2:10][CH2:9]1)=[O:7].[H-].[Na+].[Cl-].ClC[C:40]1[CH:41]=[NH+:42][CH:43]=[CH:44][CH:45]=1.O.[CH3:47]N(C)C=O>>[F:34][C:2]([F:1])([F:33])[C:3]1[CH:4]=[C:5]([CH:26]=[C:27]([C:29]([F:32])([F:31])[F:30])[CH:28]=1)[C:6]([N:8]1[CH2:9][CH2:10][C:11]2([N:15]([C:16]3[CH:17]=[CH:18][CH:19]=[CH:20][CH:21]=3)[C:14]([CH3:47])([CH3:22])[N:13]([C:40]3[CH:41]=[N:42][CH:43]=[CH:44][CH:45]=3)[C:12]2=[O:23])[CH2:24][CH2:25]1)=[O:7] |f:1.2,3.4|. Reported procedure: (rac)-8-(3,5-Bis-trifluoromethyl-benzoyl)-2-methyl-1-phenyl-1,3,8-triaza-spiro[4.5]decan-4-one (200 mg, 0.41 mmol) was dissolved in dimethyl formamide (10 mL) and sodium hydride (40 mg, 60% in mineral oil, 1 mmol) and 3-chloromethyl pyridinium chloride (82 mg, 0.5 mmol) were added and stirred at room temperature overnight. Water (30 mL) was added and the reaction mixture extacted with ethyl actetate. The organic phases were pooled, dried with MgSO4 and the solvent was evaporated. The residue was...